This data is from the Open Reaction Database (ORD), a public repository of structured organic reaction records. The task is: describe an organic reaction: reactants, conditions, products, and yield As a reaction SMILES: [CH3:23][C:24]([OH:25])=[O:26].[CH3:27][C:28]([O:29][C:30](=[O:31])[CH3:32])=[O:33].[NH2:1][c:2]1[nH:3][c:4](=[O:22])[c:5]2[c:6]([n:7]1)[cH:8][cH:9][c:10](-[c:12]1[cH:13][c:14]([O:20][CH3:21])[c:15]([O:18][CH3:19])[cH:16][cH:17]1)[n:11]2>>[NH:1]([c:2]1[nH:3][c:4](=[O:22])[c:5]2[c:6]([n:7]1)[cH:8][cH:9][c:10](-[c:12]1[cH:13][c:14]([O:20][CH3:21])[c:15]([O:18][CH3:19])[cH:16][cH:17]1)[n:11]2)[C:24]([CH3:23])=[O:25]. Starting materials: CC(=O)O, CC(=O)OC(C)=O, COc1ccc(-c2ccc3nc(N)[nH]c(=O)c3n2)cc1OC. Yields the product COc1ccc(-c2ccc3nc(NC(C)=O)[nH]c(=O)c3n2)cc1OC. Starting materials: Nc1ccc(Br)cc1, CN(C)C=O, CCN(C(C)C)C(C)C, COc1ccc2oc(Cl)nc2c1. The product is COc1ccc2oc(Nc3ccc(Br)cc3)nc2c1. RXN SMILES: [Br:13][c:14]1[cH:15][cH:16][c:17]([NH2:18])[cH:19][cH:20]1.[CH3:30][N:31]([CH3:32])[CH:33]=[O:34].[CH:21]([N:22]([CH:23]([CH3:24])[CH3:25])[CH2:26][CH3:27])([CH3:28])[CH3:29].[Cl:1][c:2]1[o:3][c:4]2[c:5]([n:6]1)[cH:7][c:8]([O:11][CH3:12])[cH:9][cH:10]2>>[c:2]1([NH:18][c:17]2[cH:16][cH:15][c:14]([Br:13])[cH:20][cH:19]2)[o:3][c:4]2[c:5]([n:6]1)[cH:7][c:8]([O:11][CH3:12])[cH:9][cH:10]2. Starting materials: NC1CCNCC1 (4-aminopiperidine), C(C1=CC=CC=C1)=O (benzaldehyde), C1(=CC=CC=C1)C (toluene), O (water). Conditions: time 8 hour. Product: NC1CCN(CC1)C(=O)OC(C)(C)C (tert-butyl 4-aminopiperidine-1-carboxylate). Isolated yield 71.0%. As a reaction SMILES: [NH2:1][CH:2]1[CH2:7][CH2:6][NH:5][CH2:4][CH2:3]1.[CH:8](=[O:15])C1C=CC=CC=1.[OH2:16].[C:17]1([CH3:23])[CH:22]=CC=C[CH:18]=1>>[NH2:1][CH:2]1[CH2:7][CH2:6][N:5]([C:8]([O:15][C:17]([CH3:23])([CH3:22])[CH3:18])=[O:16])[CH2:4][CH2:3]1. Reported procedure: To a solution of 50 g (262.8 mM) of 4-amino-1-benzylpiperidine in 500 ml of methanol was added 5 g of 5% palladium-on-carbon (hydrous) and catalytic reduction was carried out at the hydrogen pressure of 5 kg/cm2 at 35° C. for 15 hours. The catalyst Pd/carbon was then filtered off and the filtrate was concentrated under reduced pressure to provide 4-aminopiperidine. To a solution of this 4-aminopiperidine in toluene (500 ml) was added 27.89 g (262.8 mM) of benzaldehyde and the mixture was refluxe... Reactants: CC1=C(C=CC(=C1)C)N1CCN(CC1)C(=O)C1=CC=C(C=C1)I ([4-(2,4-dimethylphenyl)piperazin-1-yl](4-iodophenyl)methanone), C[C@H]1NS(CC1)(=O)=O ((R)-3-methylisothiazolidine 1,1-dioxide). Yields the product CC1=C(C=CC(=C1)C)N1CCN(CC1)C(=O)C1=CC=C(C=C1)N1S(CC[C@H]1C)(=O)=O ((R)-[4-(2,4-dimethylphenyl)piperazin-1-yl][4-(3-methyl-1,1-dioxo-1λ6-isothiazolidin-2-yl)phenyl]methanone). Isolated yield 41.4%. Reaction SMILES: [CH3:1][C:2]1[CH:7]=[C:6]([CH3:8])[CH:5]=[CH:4][C:3]=1[N:9]1[CH2:14][CH2:13][N:12]([C:15]([C:17]2[CH:22]=[CH:21][C:20](I)=[CH:19][CH:18]=2)=[O:16])[CH2:11][CH2:10]1.[CH3:24][C@@H:25]1[CH2:29][CH2:28][S:27](=[O:31])(=[O:30])[NH:26]1>>[CH3:1][C:2]1[CH:7]=[C:6]([CH3:8])[CH:5]=[CH:4][C:3]=1[N:9]1[CH2:14][CH2:13][N:12]([C:15]([C:17]2[CH:22]=[CH:21][C:20]([N:26]3[C@H:25]([CH3:24])[CH2:29][CH2:28][S:27]3(=[O:31])=[O:30])=[CH:19][CH:18]=2)=[O:16])[CH2:11][CH2:10]1. Reported procedure: Using [4-(2,4-dimethylphenyl)piperazin-1-yl](4-iodophenyl)methanone (294 mg) described in Preparation Example 108 and (R)-3-methylisothiazolidine 1,1-dioxide (94 mg) described in Preparation Example 2 and by the reaction and treatment in the same manner as in Example 1, the title compound (123 mg) was obtained. Reactants: C1COCCOCCOCCOCCO1, C1CCOC1, CI, [H-], O=C(NCCc1ccc([N+](=O)[O-])cc1)C(F)(F)F, [Na+]. Yields the product CN(CCc1ccc([N+](=O)[O-])cc1)C(=O)C(F)(F)F. As a reaction SMILES: [CH2:19]1[O:20][CH2:21][CH2:22][O:23][CH2:24][CH2:25][O:26][CH2:27][CH2:28][O:29][CH2:30][CH2:31][O:32][CH2:33]1.[CH2:38]1[O:39][CH2:40][CH2:41][CH2:42]1.[CH3:36][I:37].[H-:35].[N+:1](=[O:2])([O-:3])[c:4]1[cH:5][cH:6][c:7]([CH2:10][CH2:11][NH:12][C:13]([C:14]([F:15])([F:16])[F:17])=[O:18])[cH:8][cH:9]1.[Na+:34]>>[N+:1](=[O:2])([O-:3])[c:4]1[cH:5][cH:6][c:7]([CH2:10][CH2:11][N:12]([C:13]([C:14]([F:15])([F:16])[F:17])=[O:18])[CH3:19])[cH:8][cH:9]1. Reactants: NC=1C(=CC(=NC1)OCCOCC1=CC=CC=C1)N[C@H]1CC[C@H](CC1)C(=O)OCC (cis-ethyl 4-(5-amino-2-(2-(benzyloxy)ethoxy)pyridin-4-ylamino)cyclohexanecarboxylate), FC=1C=C(C(=O)N=C=S)C=CC1 (3-fluorobenzoyl isothiocyanate). Product: C(C1=CC=CC=C1)OCCOC1=CC2=C(C=N1)N\C(\N2[C@H]2CC[C@H](CC2)C(=O)OCC)=N/C(C2=CC(=CC=C2)F)=O (cis-Ethyl 4-((E)-6-(2-(benzyloxy)ethoxy)-2-(3-fluorobenzoylimino)-2,3-dihydro-1H-imidazo[4,5-c]pyridin-1-yl)cyclohexanecarboxylate), C(C1=CC=CC=C1)(=O)\N=C/1\N(C2=C(C=NC=C2)N1)[C@H]1CC[C@H](CC1)C(=O)OC (cis-methyl 4-((E)-2-(benzoylimino)-2,3-dihydro-1H-imidazo[4,5-c]pyridin-1-yl)cyclohexanecarboxylate). Yield: 82.0%. RXN SMILES: [NH2:1][C:2]1[C:3]([NH:19][C@@H:20]2[CH2:25][CH2:24][C@H:23]([C:26]([O:28][CH2:29][CH3:30])=[O:27])[CH2:22][CH2:21]2)=[CH:4][C:5]([O:8][CH2:9][CH2:10][O:11][CH2:12][C:13]2[CH:18]=[CH:17][CH:16]=[CH:15][CH:14]=2)=[N:6][CH:7]=1.[F:31][C:32]1[CH:33]=[C:34]([CH:40]=[CH:41][CH:42]=1)[C:35]([N:37]=[C:38]=S)=[O:36]>>[CH2:12]([O:11][CH2:10][CH2:9][O:8][C:5]1[N:6]=[CH:7][C:2]2[NH:1]/[C:38](=[N:37]\[C:35](=[O:36])[C:34]3[CH:40]=[CH:41][CH:42]=[C:32]([F:31])[CH:33]=3)/[N:19]([C@@H:20]3[CH2:25][CH2:24][C@H:23]([C:26]([O:28][CH2:29][CH3:30])=[O:27])[CH2:22][CH2:21]3)[C:3]=2[CH:4]=1)[C:13]1[CH:18]=[CH:17][CH:16]=[CH:15][CH:14]=1.[C:35](/[N:37]=[C:38]1/[N:19]([C@@H:20]2[CH2:21][CH2:22][C@H:23]([C:26]([O:28][CH3:29])=[O:27])[CH2:24][CH2:25]2)[C:3]2[CH:4]=[CH:5][N:6]=[CH:7][C:2]=2[NH:1]/1)(=[O:36])[C:34]1[CH:40]=[CH:41][CH:42]=[CH:32][CH:33]=1. Procedure: The title compound was prepared from cis-ethyl 4-(5-amino-2-(2-(benzyloxy)ethoxy)pyridin-4-ylamino)cyclohexanecarboxylate and 3-fluorobenzoyl isothiocyanate using a method analogous to the preparation of cis-methyl 4-((E)-2-(benzoylimino)-2,3-dihydro-1H-imidazo[4,5-c]pyridin-1-yl)cyclohexanecarboxylate (2.5 g, 82% yield). MS m/z=561.2 [M+H]. Calc'd for C31H33FN4O5: 560.2.